This data is from the Open Reaction Database (ORD), a public repository of structured organic reaction records. The task is: describe an organic reaction: reactants, conditions, products, and yield The reactants are CN(C)C(=O)c1cnc(OCC(O)CN2C(=O)c3ccccc3C2=O)s1, CCO, NN. Product: CN(C)C(=O)c1cnc(OCC(O)CN)s1. As a reaction SMILES: [C:1]1(=[O:2])[N:5]([CH2:6][CH:7]([CH2:8][O:9][c:10]2[s:11][c:12]([C:15]([N:16]([CH3:17])[CH3:18])=[O:19])[cH:13][n:14]2)[OH:20])[C:3](=[O:4])[c:21]2[cH:22][cH:23][cH:24][cH:25][c:26]21.[CH3:29][CH2:30][OH:31].[NH2:27][NH2:28]>>[NH2:5][CH2:6][CH:7]([CH2:8][O:9][c:10]1[s:11][c:12]([C:15]([N:16]([CH3:17])[CH3:18])=[O:19])[cH:13][n:14]1)[OH:20].